Dataset: the Open Reaction Database (ORD), a public repository of structured organic reaction records. Task: describe an organic reaction: reactants, conditions, products, and yield Starting materials: C(C)(C)(C)OC(C([C@@H](C(O)C=1OC2=C(N1)C(=CC(=C2)Cl)F)C(=O)OCC=C)N)=O (3(S)-(Allyloxycarbonyl)-amino-4-(6-chloro-4-fluorobenzoxazol-2-yl)-4-hydroxy-butyric Acid tert-Butyl Ester), ClC1=C(C(=CC(=C1)F)[N+](=O)[O-])O (2-Chloro-4-fluoro-6-nitrophenol), ClC1=C(C(=CC(=C1)Cl)[N+](=O)[O-])O (2,4-dichloro-6-nitrophenol). The product is C(C)(C)(C)OC(C([C@@H](C(O)C=1OC2=C(N1)C(=CC(=C2)Cl)Cl)C(=O)OCC=C)N)=O (3(S)-(Allyloxycarbonyl)-amino-4-(4,6-dichorobenzoxazol-2-yl)-4-hydroxy-butyric Acid tert-Butyl Ester). Reaction SMILES: [C:1]([O:5][C:6](=[O:29])[CH:7]([NH2:28])[C@H:8]([C:22]([O:24][CH2:25][CH:26]=[CH2:27])=[O:23])[CH:9]([C:11]1[O:12][C:13]2[CH:19]=[C:18]([Cl:20])[CH:17]=[C:16](F)[C:14]=2[N:15]=1)[OH:10])([CH3:4])([CH3:3])[CH3:2].[Cl:30]C1C=C(F)C=C([N+]([O-])=O)C=1O.ClC1C=C(Cl)C=C([N+]([O-])=O)C=1O>>[C:1]([O:5][C:6](=[O:29])[CH:7]([NH2:28])[C@H:8]([C:22]([O:24][CH2:25][CH:26]=[CH2:27])=[O:23])[CH:9]([C:11]1[O:12][C:13]2[CH:19]=[C:18]([Cl:20])[CH:17]=[C:16]([Cl:30])[C:14]=2[N:15]=1)[OH:10])([CH3:4])([CH3:3])[CH3:2]. Procedure: Compound 718 was prepared by a similar method as that used for compound 714, except compound 711 was replaced with 2,4-dichloro-6-nitrophenol. ##STR97## Reactants: CC(N)C(N)(c1ccc(F)cc1)c1ccnc(F)c1, O=C(O)c1ccc(=O)n(CC(F)F)c1. Product: CC1NC(c2ccc(=O)n(CC(F)F)c2)=NC1(c1ccc(F)cc1)c1ccnc(F)c1. As a reaction SMILES: [F:1][c:2]1[cH:3][cH:4][c:5]([C:8]([CH:9]([CH3:10])[NH2:11])([NH2:12])[c:13]2[cH:14][c:15]([F:19])[n:16][cH:17][cH:18]2)[cH:6][cH:7]1.[F:20][CH:21]([CH2:22][n:23]1[c:24](=[O:32])[cH:25][cH:26][c:27]([C:29]([OH:30])=[O:31])[cH:28]1)[F:33]>>[F:1][c:2]1[cH:3][cH:4][c:5]([C:8]2([c:13]3[cH:14][c:15]([F:19])[n:16][cH:17][cH:18]3)[CH:9]([CH3:10])[NH:11][C:29]([c:27]3[cH:26][cH:25][c:24](=[O:32])[n:23]([CH2:22][CH:21]([F:20])[F:33])[cH:28]3)=[N:12]2)[cH:6][cH:7]1. Starting materials: C[Si](C)(C)[N-][Si](C)(C)C.[Li+] (lithium bis(trimethylsilyl)amide), FC=1C(=NC(=NC1)OCC1=CC=C(C=C1)C)N (5-fluoro-2-(4-methylbenzyloxy)pyrimidin-4-amine), C1(=CC=C(C=C1)S(=O)(=O)Cl)C (p-toluenesulfonyl chloride). Solvent: C1CCOC1 (THF), C1CCOC1 (THF). Conditions: time 5 minute. The product is FC=1C(=NC(=NC1)OCC1=CC=C(C=C1)C)NS(=O)(=O)C1=CC=C(C=C1)C (N-(5-fluoro-2-(4-methylbenzyloxy)pyrimidin-4-yl)-4-methylbenzenesulfonamide). Isolated yield 45.2%. RXN SMILES: [F:1][C:2]1[C:3]([NH2:17])=[N:4][C:5]([O:8][CH2:9][C:10]2[CH:15]=[CH:14][C:13]([CH3:16])=[CH:12][CH:11]=2)=[N:6][CH:7]=1.C[Si]([N-][Si](C)(C)C)(C)C.[Li+].[C:28]1([CH3:38])[CH:33]=[CH:32][C:31]([S:34](Cl)(=[O:36])=[O:35])=[CH:30][CH:29]=1>C1COCC1>[F:1][C:2]1[C:3]([NH:17][S:34]([C:31]2[CH:32]=[CH:33][C:28]([CH3:38])=[CH:29][CH:30]=2)(=[O:36])=[O:35])=[N:4][C:5]([O:8][CH2:9][C:10]2[CH:15]=[CH:14][C:13]([CH3:16])=[CH:12][CH:11]=2)=[N:6][CH:7]=1 |f:1.2|. Procedure: To a magnetically stirred solution of 5-fluoro-2-(4-methylbenzyloxy)pyrimidin-4-amine (200 mg, 0.857 mmol) in sure seal THF (4 mL) was added 1M lithium bis(trimethylsilyl)amide (LiHMDS) solution in THF (1.28 mL, 1.28 mmol) causing a slight exotherm. After stirring for 5 min, p-toluenesulfonyl chloride (196.65 mg, 1.028 mmol) was added and after 10 min the orange solution turned light yellow and turbid. The mixture was stirred at room temperature for 4 h. The solvent was removed in vacuo and the ... Starting materials: [H-].[Na+] (sodium hydride), ClCC1=NOC=N1 (3-chloromethyl-1,2,4-oxadiazole), C(C)#N (acetonitrile), CC=1C=C(C(=O)C2=CNC3=CC=CC=C3C2=O)C=CC1C (3-(3,4-Dimethyl-benzoyl)-1H-quinolin-4-one), resultant mixture, CN(C=O)C (dimethylformamide). Run at temperature 80 celsius, time 1 hour. Yields the product CC=1C=C(C(=O)C2=CN(C3=CC=CC=C3C2=O)CC2=NOC(=C2)C)C=CC1C (3-(3,4-Dimethyl-benzoyl)-1-(5-methyl-isoxazol-3-ylmethyl)-1H-quinolin-4-one). As a reaction SMILES: [H-].[Na+].[CH3:3][C:4]1[CH:5]=[C:6]([CH:20]=[CH:21][C:22]=1[CH3:23])[C:7]([C:9]1[C:18](=[O:19])[C:17]2C(=[CH:13][CH:14]=[CH:15][CH:16]=2)NC=1)=[O:8].Cl[CH2:25][C:26]1N=[CH:29][O:28][N:27]=1.[C:31](#N)C.[CH3:34][N:35]([CH3:38])[CH:36]=O>>[CH3:3][C:4]1[CH:5]=[C:6]([CH:20]=[CH:21][C:22]=1[CH3:23])[C:7]([C:9]1[C:18](=[O:19])[C:17]2[C:34](=[CH:13][CH:14]=[CH:15][CH:16]=2)[N:35]([CH2:38][C:26]2[CH:25]=[C:29]([CH3:31])[O:28][N:27]=2)[CH:36]=1)=[O:8] |f:0.1|. Procedure details: 26 mg (0.65 mmol) of sodium hydride (60%) was suspended in 3 mL of anhydrous dimethylformamide and to it was added 138.7 mg (0.50 mmol) of 3-(3,4-dimethyl-benzoyl)-2,3-dihydro-1H-quinolin-4-one 3a and the resultant mixture was stirred at rt for 30 min. Then 77.4 mg (0.65 mmol) of 3-chloromethyl-1,2,4-oxadiazole was added to the reaction solution and the mixture was stirred at 80° C. for 1 h. The reaction solution was quenched by the addition of 10 mL of water. The crude product precipitated out ... Starting materials: O=C1OC2(CCNCC2)C2=CC=CC=C12 (3-oxospiro[isobenzofuran-1(3H),4'-piperidine]), Cl (HCl), [H-].[Al+3].[Li+].[H-].[H-].[H-] (lithium aluminum hydride), B(F)(F)F.CCOCC (boron trifluoride etherate). Solvent: O1CCCC1 (tetrahydrofuran), O (water), O1CCCC1 (tetrahydrofuran). Reaction conditions: temperature 0 celsius. Yields the product N1CCC2(CC1)OCC1=CC=CC=C12 (Spiro[isobenzofuran-1(3H), 4' -piperidine]). Isolated yield 79.1%. As a reaction SMILES: [H-].[Al+3].[Li+].[H-].[H-].[H-].O=[C:8]1[C:21]2[C:16](=[CH:17][CH:18]=[CH:19][CH:20]=2)[C:10]2([CH2:15][CH2:14][NH:13][CH2:12][CH2:11]2)[O:9]1.B(F)(F)F.CCOCC.Cl>O1CCCC1.O>[NH:13]1[CH2:14][CH2:15][C:10]2([C:16]3[C:21](=[CH:20][CH:19]=[CH:18][CH:17]=3)[CH2:8][O:9]2)[CH2:11][CH2:12]1 |f:0.1.2.3.4.5,7.8|. Procedure: A solution of lithium aluminum hydride (7.5 mL 1M in ether) diluted with 35 mL of tetrahydrofuran was cooled to 0° C. and added to a suspension of 3-oxospiro[isobenzofuran-1(3H),4'-piperidine] (0.38 g) in 40 mL of anhydrous tetrahydrofuran containing boron trifluoride etherate (6.9 mL). The reaction mixture was allowed to warm to room temperature and then refluxed for 3 hours. At the end of this period, the reaction mixture was cooled in ice and treated with 5% HCl (8 mL) followed by water (8 mL...